From a dataset of the Open Reaction Database (ORD), a public repository of structured organic reaction records. describe an organic reaction: reactants, conditions, products, and yield Starting materials: CCc1cnc(N(CCc2csc(SC(C)(C)C(=O)OC(C)(C)C)n2)Cc2cnn(-c3ccccc3)c2)nc1, ClCCl, O=C(O)C(F)(F)F. Product: CCc1cnc(N(CCc2csc(SC(C)(C)C(=O)O)n2)Cc2cnn(-c3ccccc3)c2)nc1. Reaction SMILES: [C:1]([CH3:2])([CH3:3])([CH3:4])[O:5][C:6]([C:7]([CH3:8])([CH3:9])[S:10][c:11]1[s:12][cH:13][c:14]([CH2:16][CH2:17][N:18]([CH2:19][c:20]2[cH:21][n:22][n:23](-[c:25]3[cH:26][cH:27][cH:28][cH:29][cH:30]3)[cH:24]2)[c:31]2[n:32][cH:33][c:34]([CH2:37][CH3:38])[cH:35][n:36]2)[n:15]1)=[O:39].[Cl:47][CH2:48][Cl:49].[OH:40][C:41]([C:42]([F:43])([F:44])[F:45])=[O:46]>>[O:5]=[C:6]([C:7]([CH3:8])([CH3:9])[S:10][c:11]1[s:12][cH:13][c:14]([CH2:16][CH2:17][N:18]([CH2:19][c:20]2[cH:21][n:22][n:23](-[c:25]3[cH:26][cH:27][cH:28][cH:29][cH:30]3)[cH:24]2)[c:31]2[n:32][cH:33][c:34]([CH2:37][CH3:38])[cH:35][n:36]2)[n:15]1)[OH:39]. Starting materials: COCOc1ccc(Br)cc1F, [Li]CCCC, CSC, [Cl-], [NH4+], C1CCOC1, O. Yields the product COCOc1ccc(SC)cc1F. Reaction SMILES: [Br:1][c:2]1[cH:3][c:4]([F:12])[c:5]([O:8][CH2:9][O:10][CH3:11])[cH:6][cH:7]1.[CH2:13]([Li:14])[CH2:15][CH2:16][CH3:17].[CH3:18][S:19][CH3:20].[Cl-:21].[NH4+:22].[O:23]1[CH2:24][CH2:25][CH2:26][CH2:27]1.[OH2:28]>>[c:2]1([S:19][CH3:18])[cH:3][c:4]([F:12])[c:5]([O:8][CH2:9][O:10][CH3:11])[cH:6][cH:7]1. Starting materials: BrC(Br)(Br)Br, CCOCC, OCC#CCOCc1cc(Br)ccc1F, c1ccc(P(c2ccccc2)c2ccccc2)cc1. The product is Fc1ccc(Br)cc1COCC#CCBr. RXN SMILES: [C:35]([Br:36])([Br:37])([Br:38])[Br:39].[CH3:40][CH2:41][O:42][CH2:43][CH3:44].[F:1][c:2]1[c:3]([CH2:4][O:5][CH2:6][C:7]#[C:8][CH2:9][OH:10])[cH:11][c:12]([Br:15])[cH:13][cH:14]1.[c:16]1([P:17]([c:18]2[cH:19][cH:20][cH:21][cH:22][cH:23]2)[c:24]2[cH:25][cH:26][cH:27][cH:28][cH:29]2)[cH:30][cH:31][cH:32][cH:33][cH:34]1>>[F:1][c:2]1[c:3]([CH2:4][O:5][CH2:6][C:7]#[C:8][CH2:9][Br:36])[cH:11][c:12]([Br:15])[cH:13][cH:14]1. The reactants are CCOC(=O)CCCOc1cccc(CCCCCCOc2cc(Br)cc(C(=O)OC(C)(C)C)c2)c1CCC(=O)OCC, Cc1cscc1B(O)O, COCCOC, [Na+], [Na+], O=C([O-])[O-], c1ccc(P(c2ccccc2)(c2ccccc2)[Pd](P(c2ccccc2)(c2ccccc2)c2ccccc2)(P(c2ccccc2)(c2ccccc2)c2ccccc2)P(c2ccccc2)(c2ccccc2)c2ccccc2)cc1. The product is CCOC(=O)CCCOc1cccc(CCCCCCOc2cc(C(=O)OC(C)(C)C)cc(-c3cscc3C)c2)c1CCC(=O)OCC. Reaction SMILES: [C:1]([CH3:2])([CH3:3])([CH3:4])[O:5][C:6]([c:7]1[cH:8][c:9]([Br:42])[cH:10][c:11]([O:13][CH2:14][CH2:15][CH2:16][CH2:17][CH2:18][CH2:19][c:20]2[c:21]([CH2:35][CH2:36][C:37](=[O:38])[O:39][CH2:40][CH3:41])[c:22]([O:26][CH2:27][CH2:28][CH2:29][C:30](=[O:31])[O:32][CH2:33][CH3:34])[cH:23][cH:24][cH:25]2)[cH:12]1)=[O:43].[CH3:50][c:51]1[c:52]([B:56]([OH:57])[OH:58])[cH:53][s:54][cH:55]1.[CH3:59][O:60][CH2:61][CH2:62][O:63][CH3:64].[Na+:44].[Na+:45].[O-:46][C:47](=[O:48])[O-:49].[cH:65]1[cH:66][cH:67][c:68]([P:69]([Pd:70]([P:71]([c:72]2[cH:73][cH:74][cH:75][cH:76][cH:77]2)([c:78]2[cH:79][cH:80][cH:81][cH:82][cH:83]2)[c:84]2[cH:85][cH:86][cH:87][cH:88][cH:89]2)([P:90]([c:91]2[cH:92][cH:93][cH:94][cH:95][cH:96]2)([c:97]2[cH:98][cH:99][cH:100][cH:101][cH:102]2)[c:103]2[cH:104][cH:105][cH:106][cH:107][cH:108]2)[P:109]([c:110]2[cH:111][cH:112][cH:113][cH:114][cH:115]2)([c:116]2[cH:117][cH:118][cH:119][cH:120][cH:121]2)[c:122]2[cH:123][cH:124][cH:125][cH:126][cH:127]2)([c:128]2[cH:129][cH:130][cH:131][cH:132][cH:133]2)[c:134]2[cH:135][cH:136][cH:137][cH:138][cH:139]2)[cH:140][cH:141]1>>[C:1]([CH3:2])([CH3:3])([CH3:4])[O:5][C:6]([c:7]1[cH:8][c:9](-[c:52]2[c:51]([CH3:50])[cH:55][s:54][cH:53]2)[cH:10][c:11]([O:13][CH2:14][CH2:15][CH2:16][CH2:17][CH2:18][CH2:19][c:20]2[c:21]([CH2:35][CH2:36][C:37](=[O:38])[O:39][CH2:40][CH3:41])[c:22]([O:26][CH2:27][CH2:28][CH2:29][C:30](=[O:31])[O:32][CH2:33][CH3:34])[cH:23][cH:24][cH:25]2)[cH:12]1)=[O:43]. The reactants are ClC1=NC(=CC=C1)OCC (2-chloro-6-ethoxypyridine), CC1=CC=CC=2C(OC(=NC21)CC(C)=O)=O (8-methyl-2-(2-oxopropyl)-4H-3,1-benzoxazin-4-one), C(C)OC1=CC=CC(=N1)NN (6-ethoxy-2-hydrazinopyridine). Product: ClC1=C2C(=NC3=C(C=CC=C13)C)N(N=C2C)C2=NC(=CC=C2)OCC (4-Chloro-3,8-dimethyl-1-(6-ethoxy-2-pyridinyl)-1H-pyrazolo[3,4-b]quinoline), Example 1-9. Yield: 62.0%. As a reaction SMILES: [CH3:1][C:2]1[C:11]2[N:10]=[C:9]([CH2:12][C:13](=O)[CH3:14])O[C:7](=O)[C:6]=2[CH:5]=[CH:4][CH:3]=1.[CH2:17]([O:19][C:20]1[N:25]=[C:24]([NH:26][NH2:27])[CH:23]=[CH:22][CH:21]=1)[CH3:18].[Cl:28]C1C=CC=C(OCC)N=1>>[Cl:28][C:1]1[C:2]2[C:11](=[C:6]([CH3:7])[CH:5]=[CH:4][CH:3]=2)[N:10]=[C:9]2[N:26]([C:24]3[CH:23]=[CH:22][CH:21]=[C:20]([O:19][CH2:17][CH3:18])[N:25]=3)[N:27]=[C:13]([CH3:14])[C:12]=12. Reported procedure: Following the procedures described in Reference Example 1-10 and Example 1-34, the title compound was prepared from 8-methyl-2-(2-oxopropyl)-4H-3,1-benzoxazin-4-one and 6-ethoxy-2-hydrazinopyridine which was separately prepared from 2-chloro-6-ethoxypyridine following the method described in Reference Example 1-9 (62% yield). The reactants are CC1=C2N=CC=NC2=CC=C1[N+](=O)[O-] (5-methyl-6-nitroquinoxaline), stannous chloride dihydrate, [OH-].[Na+] (NaOH). The solvent is C(C)O (ethanol). Yields the product NC=1C(=C2N=CC=NC2=CC1)C (6-amino-5-methylquinoxaline). RXN SMILES: [CH3:1][C:2]1[C:11]([N+:12]([O-])=O)=[CH:10][CH:9]=[C:8]2[C:3]=1[N:4]=[CH:5][CH:6]=[N:7]2.[OH-].[Na+]>C(O)C>[NH2:12][C:11]1[C:2]([CH3:1])=[C:3]2[C:8](=[CH:9][CH:10]=1)[N:7]=[CH:6][CH:5]=[N:4]2 |f:1.2|. Reported procedure: A mixture of 5-methyl-6-nitroquinoxaline (1.4 g), ethanol (100 mL) and stannous chloride dihydrate (7.2 g) is heated at reflux for three hours, cooled to below room temperature in an ice bath and treated with 1.0 N NaOH solution (120 mL). The mixture is then extracted with chloroform (2×1000 mL). The combined extracts are dried over potassium carbonate, filtered, and rotary evaporated to give 6-amino-5-methylquinoxaline. The reactants are C1(=CC=C(C=C1)C1=CC2=C(NC(=N2)S(=O)(=O)C)C=C1Cl)C1=CC=CC=C1 (5-biphenyl-4-yl-6-chloro-2-(methylsulfonyl)-1H-benzimidazole), CCN(C(C)C)C(C)C (DIPEA), C[Si](C)(C)CCOCCl (SEMCl). The solvent is C1CCOC1 (THF), CCOC(=O)C (EtOAc). Yields the product EtOAc hexanes, C1(=CC=C(C=C1)C1=CC2=C(N(C(=N2)S(=O)(=O)C)COCC[Si](C)(C)C)C=C1Cl)C1=CC=CC=C1 (5-biphenyl-4-yl-6-chloro-2-(methylsulfonyl)-1-{[2-(trimethylsilyl)ethoxy]methyl}-1H-benzimidazole). Yield: 5.0%. As a reaction SMILES: [C:1]1([C:21]2[CH:26]=[CH:25][CH:24]=[CH:23][CH:22]=2)[CH:6]=[CH:5][C:4]([C:7]2[C:19]([Cl:20])=[CH:18][C:10]3[NH:11][C:12]([S:14]([CH3:17])(=[O:16])=[O:15])=[N:13][C:9]=3[CH:8]=2)=[CH:3][CH:2]=1.CCN(C(C)C)C(C)C.[CH3:36][Si:37]([CH2:40][CH2:41][O:42][CH2:43]Cl)([CH3:39])[CH3:38]>C1COCC1.CCOC(C)=O>[C:1]1([C:21]2[CH:22]=[CH:23][CH:24]=[CH:25][CH:26]=2)[CH:6]=[CH:5][C:4]([C:7]2[C:19]([Cl:20])=[CH:18][C:10]3[N:11]([CH2:43][O:42][CH2:41][CH2:40][Si:37]([CH3:39])([CH3:38])[CH3:36])[C:12]([S:14]([CH3:17])(=[O:15])=[O:16])=[N:13][C:9]=3[CH:8]=2)=[CH:3][CH:2]=1. Procedure: To a solution of 5-biphenyl-4-yl-6-chloro-2-(methylsulfonyl)-1H-benzimidazole (5.37 g, 14.0 mmol) in THF (70 mL) was added DIPEA (3.67 mL, 21.0 mmol) followed by SEMCl (3.7 mL, 21.0 mmol). The reaction was maintained for 5 h at ambient temperature. Then the reaction mixture was diluted with EtOAc and washed with saturated aqueous NaHCO3, followed by brine. The organic phase was dried over Na2SO4, filtered, and concentrated. Chromatography of the resulting residue over silica eluting with 5-25% E... Starting materials: ClC=1C=CC=C2C(=CNC12)C1CCNCC1 (7-chloro-3-(piperidin-4-yl)-1H-indole), BrCCCCN1C(CCC2=CC=CC=C12)=O (1-(4-bromobutan-1-yl)-3,4-dihydroquinolin-2(1H)-one). Yields the product Cl.ClC=1C=CC=C2C(=CNC12)C1CCN(CC1)CCCCN1C(CCC2=CC=CC=C12)=O (7-Chloro-3-{1-[4-(2-oxo-3,4-dihydro-2H-quinolin-1-yl)butan-1-yl]piperidin-4-yl}-1H-indole, hydrochloride). As a reaction SMILES: [Cl:1][C:2]1[CH:3]=[CH:4][CH:5]=[C:6]2[C:10]=1[NH:9][CH:8]=[C:7]2[CH:11]1[CH2:16][CH2:15][NH:14][CH2:13][CH2:12]1.Br[CH2:18][CH2:19][CH2:20][CH2:21][N:22]1[C:31]2[C:26](=[CH:27][CH:28]=[CH:29][CH:30]=2)[CH2:25][CH2:24][C:23]1=[O:32]>>[ClH:1].[Cl:1][C:2]1[CH:3]=[CH:4][CH:5]=[C:6]2[C:10]=1[NH:9][CH:8]=[C:7]2[CH:11]1[CH2:16][CH2:15][N:14]([CH2:18][CH2:19][CH2:20][CH2:21][N:22]2[C:31]3[C:26](=[CH:27][CH:28]=[CH:29][CH:30]=3)[CH2:25][CH2:24][C:23]2=[O:32])[CH2:13][CH2:12]1 |f:2.3|. Procedure: from 7-chloro-3-(piperidin-4-yl)-1H-indole and 1-(4-bromobutan-1-yl)-3,4-dihydroquinolin-2(1H)-one. Mp 253-254° C. 1H NMR (DMSO-d6): 1.55-1.65 (m, 2H); 1.75-1.85 (m, 2H); 2.05-2.25 (m, 4H); 2.55 (t, 2H); 2.90 (t, 2H); 2.95-3.15 (m, 5H); 3.55 (d, 2H); 3.95 (t, 2H); 6.95-7.05 (m, 2H); 7.15-7.30 (m, 5H); 7.70 (d, 1H); 10.60 (broad s, 1H); 11.30 (s, 1H). MS m/z: 436 (MH+), 289.